Dataset: the Open Reaction Database (ORD), a public repository of structured organic reaction records. Task: describe an organic reaction: reactants, conditions, products, and yield The reactants are [Br-], C1CCOC1, C[Mg+], COc1cc2c(cc1C(C)=O)N(C)CCO2. The product is COc1cc2c(cc1C(C)C)N(C)CCO2. As a reaction SMILES: [Br-:17].[CH2:20]1[O:21][CH2:22][CH2:23][CH2:24]1.[CH3:18][Mg+:19].[CH3:1][O:2][c:3]1[cH:4][c:5]2[c:6]([cH:12][c:13]1[C:14]([CH3:15])=[O:16])[N:7]([CH3:11])[CH2:8][CH2:9][O:10]2>>[CH3:1][O:2][c:3]1[cH:4][c:5]2[c:6]([cH:12][c:13]1[CH:14]([CH3:15])[CH3:18])[N:7]([CH3:11])[CH2:8][CH2:9][O:10]2.